This data is from the Open Reaction Database (ORD), a public repository of structured organic reaction records. The task is: describe an organic reaction: reactants, conditions, products, and yield Reactants: Cl.NO (Hydroxylamine hydrochloride), C(C)(C)(C)C1=CC=C(C=C1)C(CC(C(=O)OCC)=O)=O (ethyl 4-(4-tert-butylphenyl)-2,4-dioxobutanoate). Run in C(C)O (ethanol). Product: C(C)(C)(C)C1=CC=C(C=C1)C1=CC(=NO1)C(=O)OCC (Ethyl 5-(4-tert-butylphenyl)isoxazole-3-carboxylate). As a reaction SMILES: Cl.[NH2:2]O.[C:4]([C:8]1[CH:13]=[CH:12][C:11]([C:14](=[O:23])[CH2:15][C:16](=O)[C:17]([O:19][CH2:20][CH3:21])=[O:18])=[CH:10][CH:9]=1)([CH3:7])([CH3:6])[CH3:5]>C(O)C>[C:4]([C:8]1[CH:13]=[CH:12][C:11]([C:14]2[O:23][N:2]=[C:16]([C:17]([O:19][CH2:20][CH3:21])=[O:18])[CH:15]=2)=[CH:10][CH:9]=1)([CH3:7])([CH3:6])[CH3:5] |f:0.1|. Procedure details: Hydroxylamine hydrochloride (6.14 g, 88.0 mmol) was added to a suspension of ethyl 4-(4-tert-butylphenyl)-2,4-dioxobutanoate (20.4 g, 73.7 mmol) in absolute ethanol (300 mL) and the reaction was heated to reflux for 3 hours. After cooling to room temperature, the organics were removed in vacuo and the resulting residue was purified by silica gel chromatography, eluting with heptane to 10% methanol in dichloromethane, to obtain afford the title compound white solid was filtered, washed with water... Starting materials: NCCCCC=1SC=CN1 (2-(4-aminobutyl)thiazole), CS(=O)C(=C[N+](=O)[O-])SC (1-methylsulphinyl-1-methylthio -2-nitroethylene). Run in CO (methanol), CO (methanol). Yields the product CSC(=C[N+](=O)[O-])NCCCCC=1SC=CN1 (1-Methylthio-1-[4-(2-thiazolyl)butylamino]-2-nitroethylene). Reaction SMILES: [NH2:1][CH2:2][CH2:3][CH2:4][CH2:5][C:6]1[S:7][CH:8]=[CH:9][N:10]=1.[CH3:11][S:12]([C:14](SC)=[CH:15][N+:16]([O-:18])=[O:17])=O>CO>[CH3:11][S:12][C:14]([NH:1][CH2:2][CH2:3][CH2:4][CH2:5][C:6]1[S:7][CH:8]=[CH:9][N:10]=1)=[CH:15][N+:16]([O-:18])=[O:17]. Procedure: A solution of 2-(4-aminobutyl)thiazole (1.56 g) in methanol (35 ml) was added dropwise over 30 minutes to a stirred solution of 1-methylsulphinyl-1-methylthio -2-nitroethylene (1.81 g) in methanol (60 ml). The product was isolated as in the previous Examples and recrystallised from isopropanol to give the title product, m.p. 75.5°-76°.